This data is from the Open Reaction Database (ORD), a public repository of structured organic reaction records. The task is: describe an organic reaction: reactants, conditions, products, and yield Starting materials: ClC1=NC=NC(=C1)Cl (4,6-dichloro-pyrimidine), NC1=CC=C2C=CC=NC2=C1 (7-aminoquinoline), C(=O)([O-])[O-].[K+].[K+] (K2CO3). Solvent: CN(C)C=O (DMF). Yields the product ClC1=CC(=NC=N1)NC1=CC=C2C=CC=NC2=C1 ((6-Chloro-pyrimidin-4-yl)-quinolin-7-yl-amine). As a reaction SMILES: Cl[C:2]1[CH:7]=[C:6]([Cl:8])[N:5]=[CH:4][N:3]=1.[NH2:9][C:10]1[CH:19]=[C:18]2[C:13]([CH:14]=[CH:15][CH:16]=[N:17]2)=[CH:12][CH:11]=1.C([O-])([O-])=O.[K+].[K+]>CN(C=O)C>[Cl:8][C:6]1[N:5]=[CH:4][N:3]=[C:2]([NH:9][C:10]2[CH:19]=[C:18]3[C:13]([CH:14]=[CH:15][CH:16]=[N:17]3)=[CH:12][CH:11]=2)[CH:7]=1 |f:2.3.4|. Procedure: This compound could be prepared from 4,6-dichloro-pyrimidine and 7-aminoquinoline in the presence of K2CO3 and DMF. Reactants: D4, FC1=CC=C(C=O)C=C1 (4-fluorobenzaldehyde), FC1=C(C=C(C=C1)O)C(F)(F)F (4-fluoro-3-(trifluoromethyl)phenol). Product: FC1=C(C=C(OC2=CC=C(C=O)C=C2)C=C1)C(F)(F)F (4-(4-fluoro-3-(trifluoromethyl)phenoxy)benzaldehyde). As a reaction SMILES: F[C:2]1[CH:9]=[CH:8][C:5]([CH:6]=[O:7])=[CH:4][CH:3]=1.[F:10][C:11]1[CH:16]=[CH:15][C:14]([OH:17])=[CH:13][C:12]=1[C:18]([F:21])([F:20])[F:19]>>[F:10][C:11]1[CH:16]=[CH:15][C:14]([O:17][C:2]2[CH:9]=[CH:8][C:5]([CH:6]=[O:7])=[CH:4][CH:3]=2)=[CH:13][C:12]=1[C:18]([F:19])([F:20])[F:21]. Procedure: The title compound was prepared by a procedure similar to that described for D4 starting from 4-fluorobenzaldehyde and 4-fluoro-3-(trifluoromethyl)phenol. The reactants are C1CCOC1, Cl, Cl[Sn]Cl, O=[N+]([O-])c1ccc(C#Cc2ccccc2)c(C#Cc2ccccc2)c1. Product: Nc1ccc(C#Cc2ccccc2)c(C#Cc2ccccc2)c1. As a reaction SMILES: [CH2:30]1[O:31][CH2:32][CH2:33][CH2:34]1.[ClH:29].[Sn:26]([Cl:27])[Cl:28].[c:1]1([C:7]#[C:8][c:9]2[cH:10][c:11]([N+:23]([O-:24])=[O:25])[cH:12][cH:13][c:14]2[C:15]#[C:16][c:17]2[cH:18][cH:19][cH:20][cH:21][cH:22]2)[cH:2][cH:3][cH:4][cH:5][cH:6]1>>[c:1]1([C:7]#[C:8][c:9]2[cH:10][c:11]([NH2:23])[cH:12][cH:13][c:14]2[C:15]#[C:16][c:17]2[cH:18][cH:19][cH:20][cH:21][cH:22]2)[cH:2][cH:3][cH:4][cH:5][cH:6]1. As a reaction SMILES: C(OC([N:8]1[C:16]2[C:11](=[CH:12][CH:13]=[C:14]([Cl:17])[CH:15]=2)[CH:10]=[C:9]1[C:18]1[CH:19]=[N:20][CH:21]=[C:22]([O:24][S:25](=[O:32])(=[O:31])[N:26]([CH2:29][CH3:30])[CH2:27][CH3:28])[CH:23]=1)=O)(C)(C)C.FC(F)(F)C(O)=O.C(=O)(O)[O-].[Na+]>C(Cl)Cl>[Cl:17][C:14]1[CH:15]=[C:16]2[C:11]([CH:10]=[C:9]([C:18]3[CH:23]=[C:22]([O:24][S:25](=[O:31])(=[O:32])[N:26]([CH2:27][CH3:28])[CH2:29][CH3:30])[CH:21]=[N:20][CH:19]=3)[NH:8]2)=[CH:12][CH:13]=1 |f:2.3|. Reactants: FC(C(=O)O)(F)F (trifluoroacetic acid), C(C)(C)(C)OC(=O)N1C(=CC2=CC=C(C=C12)Cl)C=1C=NC=C(C1)OS(N(CC)CC)(=O)=O (6-Chloro-2-(5-diethylsulfamoyloxy-pyridin-3-yl)-indole-1-carboxylic acid tert-butyl ester), C([O-])(O)=O.[Na+] (sodium bicarbonate). Solvent: C(Cl)Cl (DCM). Procedure details: 6-Chloro-2-(5-diethylsulfamoyloxy-pyridin-3-yl)-indole-1-carboxylic acid tert-butyl ester is redissolved in DCM (2 mL) and trifluoroacetic acid (2 mL) is added. After 1 h, saturated aqueous sodium bicarbonate is added and following extraction with dichloromethane, the organic layer is dried over sodium sulfate and concentrated to give diethyl-sulfamic acid 5-(6-chloro-1H-indol-2-yl)-pyridin-3-yl ester, which is used in the next step without further purification. MS (ESI) m/z 378.1 (M+H)+ Conditions: time 1 hour. Yields the product ClC1=CC=C2C=C(NC2=C1)C=1C=C(C=NC1)OS(N(CC)CC)(=O)=O (diethyl-sulfamic acid 5-(6-chloro-1H-indol-2-yl)-pyridin-3-yl ester). Reactants: ClCC(=O)NC=1C=CC2=C(OCCC3=C2SC(=C3)C(=O)N(C)C3=C(C=CC=C3)Cl)C1 (8-(2-chloroacetamido)-N-(2-chlorophenyl)-N-methyl-4,5-dihydro-benzo[b]thieno[2,3-d]oxepine-2-carboxamide), C(C)(=O)N (acetamide). The product is C(C)(=O)NCC(=O)NC=1C=CC2=C(OCCC3=C2SC(=C3)C(=O)N(C)C3=C(C=CC=C3)Cl)C1 (8-(2-acetamidoacetamido)-N-(2-chlorophenyl)-N-methyl-4,5-dihydrobenzo[b]thieno[2,3-d]oxepine-2-carboxamide). RXN SMILES: Cl[CH2:2][C:3]([NH:5][C:6]1[CH:7]=[CH:8][C:9]2[C:15]3[S:16][C:17]([C:19]([N:21]([C:23]4[CH:28]=[CH:27][CH:26]=[CH:25][C:24]=4[Cl:29])[CH3:22])=[O:20])=[CH:18][C:14]=3[CH2:13][CH2:12][O:11][C:10]=2[CH:30]=1)=[O:4].[C:31]([NH2:34])(=[O:33])[CH3:32]>>[C:31]([NH:34][CH2:2][C:3]([NH:5][C:6]1[CH:7]=[CH:8][C:9]2[C:15]3[S:16][C:17]([C:19]([N:21]([C:23]4[CH:28]=[CH:27][CH:26]=[CH:25][C:24]=4[Cl:29])[CH3:22])=[O:20])=[CH:18][C:14]=3[CH2:13][CH2:12][O:11][C:10]=2[CH:30]=1)=[O:4])(=[O:33])[CH3:32]. Procedure details: Following the procedure in Example 147 for 237, 8-(2-chloroacetamido)-N-(2-chlorophenyl)-N-methyl-4,5-dihydro-benzo[b]thieno[2,3-d]oxepine-2-carboxamide and acetamide were reacted to give 211. MS: (ESI+) 484.1 The reactants are C(C=C(C)C)C1=C(O)C=C(C=C1O)O (Prenylphloroglucinol), C(CCC)(=O)Cl (butyrylchloride), C(CCC)(=O)C1=C(O)C=C(C(=C1O)C(CCC)=O)O (2,4-dibutyrylphloroglucinol). The product is OC1=C2CCC(OC2=C(C(=C1C(CCC)=O)O)C(CCC)=O)(C)C (5,7-Dihydroxy-6,8-dibutyryl-2,2-dimethylchroman). Reported procedure: Phloroglucinol was treated with prenylchloride using the same procedure as described in Example 2 to yield prenylphloroglucinol. Prenylphloroglucinol was treated with butyrylchloride, according to the same procedure as described for the preparation of 2,4-dibutyrylphloroglucinol in Example 34 (Method 2) to yield 5,7-dihydroxy-6,8-dibutyryl-2,2-dimethylchroman (36) after chromatography with silica gel (petroleum ether, ethyl acetate, 4:1). Reaction SMILES: [CH2:1](C1C(O)=CC(O)=CC=1O)[CH:2]=[C:3]([CH3:5])[CH3:4].C(Cl)(=O)CCC.[C:21]([C:26]1[C:32]([OH:33])=[C:31]([C:34](=[O:38])[CH2:35][CH2:36][CH3:37])[C:30]([OH:39])=[CH:29][C:27]=1[OH:28])(=[O:25])[CH2:22][CH2:23][CH3:24]>>[OH:39][C:30]1[C:31]([C:34](=[O:38])[CH2:35][CH2:36][CH3:37])=[C:32]([OH:33])[C:26]([C:21](=[O:25])[CH2:22][CH2:23][CH3:24])=[C:27]2[C:29]=1[CH2:1][CH2:2][C:3]([CH3:5])([CH3:4])[O:28]2.